This data is from the Open Reaction Database (ORD), a public repository of structured organic reaction records. The task is: describe an organic reaction: reactants, conditions, products, and yield Reactants: COC(=O)c1nc(C2CCc3ccccc3N2C(=O)OCc2ccccc2)n(C)c(=O)c1OC(=O)c1ccccc1, CCOC(C)=O, O=C(O)C1CCc2ccccc2N1. The product is COC(=O)c1nc(C2CCc3ccccc3N2)n(C)c(=O)c1OC(=O)c1ccccc1. Reaction SMILES: [C:1]([c:2]1[cH:3][cH:4][cH:5][cH:6][cH:7]1)(=[O:8])[O:9][c:10]1[c:11]([C:38](=[O:39])[O:40][CH3:41])[n:12][c:13]([CH:18]2[N:19]([C:28]([O:29][CH2:30][c:31]3[cH:32][cH:33][cH:34][cH:35][cH:36]3)=[O:37])[c:20]3[cH:21][cH:22][cH:23][cH:24][c:25]3[CH2:26][CH2:27]2)[n:14]([CH3:17])[c:15]1=[O:16].[CH3:55][CH2:56][O:57][C:58]([CH3:59])=[O:60].[NH:42]1[c:43]2[c:44]([cH:45][cH:46][cH:47][cH:48]2)[CH2:49][CH2:50][CH:51]1[C:52]([OH:53])=[O:54]>>[C:1]([c:2]1[cH:3][cH:4][cH:5][cH:6][cH:7]1)(=[O:8])[O:9][c:10]1[c:11]([C:38](=[O:39])[O:40][CH3:41])[n:12][c:13]([CH:18]2[NH:19][c:20]3[cH:21][cH:22][cH:23][cH:24][c:25]3[CH2:26][CH2:27]2)[n:14]([CH3:17])[c:15]1=[O:16]. The solvent is O1CCOCC1 (dioxane), O (water). Product: CC1(OC(C2=C(O1)C=CC=C2C2=NC=CC=C2)=O)C (2,2-Dimethyl-5-(pyridin-2-yl)-4H-(1,3)benzodioxin-4-one). Reactants: CN(C=O)C (dimethylformamide), CC1(OC(C2=C(O1)C=CC=C2OS(=O)(=O)C(F)(F)F)=O)C (2,2-dimethyl-5-trifluoromethylsulfonyloxy-4H-(1,3)benzodioxin-4-one), C(CCC)[Sn](C1=NC=CC=C1)(CCCC)CCCC (2-tributylstannylpyridine), [Cl-].[Li+] (lithium chloride). Run at time 8 hour. Reaction SMILES: [CH3:1][C:2]1([CH3:21])[O:7][C:6]2[CH:8]=[CH:9][CH:10]=[C:11](OS(C(F)(F)F)(=O)=O)[C:5]=2[C:4](=[O:20])[O:3]1.C([Sn](CCCC)(CCCC)[C:27]1[CH:32]=[CH:31][CH:30]=[CH:29][N:28]=1)CCC.[Cl-].[Li+].CN(C)C=O>O1CCOCC1.O>[CH3:1][C:2]1([CH3:21])[O:7][C:6]2[CH:8]=[CH:9][CH:10]=[C:11]([C:27]3[CH:32]=[CH:31][CH:30]=[CH:29][N:28]=3)[C:5]=2[C:4](=[O:20])[O:3]1 |f:2.3|. Procedure: 6.0 g (18.4 mmol) of 2,2-dimethyl-5-trifluoromethylsulfonyloxy-4H-(1,3)benzodioxin-4-one, 7.0 g (19.0 mmol) of 2-tributylstannylpyridine, 2.3 g (55.2 mmol) of lithium chloride and 420 mg (0.36 mmol) of tetrakistriphenylphosphinepalladium0 are dissolved in 60 ml of dioxane and 90 ml of dimethylformamide and the mixture is refluxed for 1.5 h (reaction temperature about 120° C.). It is stirred into 1.4 l of water at 0° C. and extracted with methyl tert-butyl ether, and the extract is washed with wa... Starting materials: three, mixture, COCCO[AlH2-]OCCOC.[Na+] (Vitride), COCCO[AlH2-]OCCOC.[Na+] (Vitride), FC(C(=O)OC)(C(C(C(C(=O)OC)(F)F)(F)F)(F)F)F (dimethyl perfluoroadipate), C(=O)=O.CC(=O)C (dry ice acetone), S(O)(O)(=O)=O (sulfuric acid). The solvent is O1CCCC1 (tetrahydrofuran), CCOCC (Ether), O1CCCC1 (THF). Run at temperature -70 celsius. Product: O.O.FC(C=O)(C(C(C(C=O)(F)F)(F)F)(F)F)F (2,2,3,3,4,4,5,5-octafluoro-1,6-hexanedialdehyde dihydrate). As a reaction SMILES: [F:1][C:2]([F:20])([C:7]([F:19])([F:18])[C:8]([F:17])([F:16])[C:9]([F:15])([F:14])[C:10](OC)=[O:11])[C:3](OC)=[O:4].C(=O)=[O:22].CC(C)=O.COCCO[AlH2-]OCCOC.[Na+].S(=O)(=O)(O)O>CCOCC.O1CCCC1>[OH2:4].[OH2:22].[F:1][C:2]([F:20])([C:7]([F:18])([F:19])[C:8]([F:17])([F:16])[C:9]([F:14])([F:15])[CH:10]=[O:11])[CH:3]=[O:4] |f:1.2,3.4,8.9.10|. Reported procedure: In a 3 liter three neck round bottom flask fitted with a mechanical stirrer, dropping funnel equipped with a drying tube, and low temperature thermometer was placed a solution of 50.0 g. (0.158 mol) of dimethyl perfluoroadipate in 450 ml. of dry tetrahydrofuran (THF). The reaction mixture was cooled to -70° C. (dry ice-acetone) and 67.5 ml. (0.238 mol.) of Vitride (70% in benzene) diluted with 50 ml. of THF was added dropwise over 30 min. with vigorous stirring. The temperature of the reaction w... The reactants are ClCCC(COC1=CC=C(C(=O)N)C=C1)O (4-(4-chloro-2-hydroxybutoxy)benzamide), C1(=CC=CC=C1)N1CCNCC1 (1-phenylpiperazine), C([O-])([O-])=O.[Na+].[Na+] (sodium carbonate), [I-].[K+] (potassium iodide). Run in CC(C)O (2-propanol), C(CCC)O (1-butanol). Yields the product Cl.NC(=O)C1=CC=C(OCC(CCN2CCN(CC2)C2=CC=CC=C2)O)C=C1 (1-(4-Aminocarbonylphenoxy)-4-(4-phenylpiperazino)-2-butanol monohydrochloride), Cl (hydrogen chloride). As a reaction SMILES: [Cl:1][CH2:2][CH2:3][CH:4]([OH:16])[CH2:5][O:6][C:7]1[CH:15]=[CH:14][C:10]([C:11]([NH2:13])=[O:12])=[CH:9][CH:8]=1.[C:17]1([N:23]2[CH2:28][CH2:27][NH:26][CH2:25][CH2:24]2)[CH:22]=[CH:21][CH:20]=[CH:19][CH:18]=1.C(=O)([O-])[O-].[Na+].[Na+].[I-].[K+]>CC(O)C.C(O)CCC>[ClH:1].[NH2:13][C:11]([C:10]1[CH:14]=[CH:15][C:7]([O:6][CH2:5][CH:4]([OH:16])[CH2:3][CH2:2][N:26]2[CH2:27][CH2:28][N:23]([C:17]3[CH:22]=[CH:21][CH:20]=[CH:19][CH:18]=3)[CH2:24][CH2:25]2)=[CH:8][CH:9]=1)=[O:12].[ClH:1] |f:2.3.4,5.6,9.10|. Procedure: This compound was prepared according to the procedure of Example 25. A mixture of 7.3 g (0.03 mole) of -4-(4-chloro-2-hydroxybutoxy)benzamide, 5.0 g (0.03 mole) of 1-phenylpiperazine, 16.0 g (0.15 mole) of anhydrous sodium carbonate and 0.3 g (0.002 mole) of potassium iodide in a total volume of 200 ml of 1-butanol gave a cream colored semi-solid as residue. The hydrochloric acid salt was formed in 2-propanol saturated with hydrogen chloride, and the collected solid was recrystallized from metha...